Dataset: the Open Reaction Database (ORD), a public repository of structured organic reaction records. Task: describe an organic reaction: reactants, conditions, products, and yield The reactants are ON=C(C1=CN=CC=C1)N (N′-hydroxynicotinimidamide), N1N=C(C=C1)C=1C=C(C(=O)O)C=CC1 (3-(1H-pyrazol-3-yl)benzoic acid), N (NH3). The product is N1N=C(C=C1)C=1C=C(C=CC1)C1=NC(=NO1)C=1C=NC=CC1 (5-(3-(1H-pyrazol-3-yl)phenyl)-3-(pyridin-3-yl)-1,2,4-oxadiazole). As a reaction SMILES: [OH:1][N:2]=[C:3]([NH2:10])[C:4]1[CH:9]=[CH:8][CH:7]=[N:6][CH:5]=1.[NH:11]1[CH:15]=[CH:14][C:13]([C:16]2[CH:17]=[C:18]([CH:22]=[CH:23][CH:24]=2)[C:19](O)=O)=[N:12]1.N>>[NH:11]1[CH:15]=[CH:14][C:13]([C:16]2[CH:17]=[C:18]([C:19]3[O:1][N:2]=[C:3]([C:4]4[CH:5]=[N:6][CH:7]=[CH:8][CH:9]=4)[N:10]=3)[CH:22]=[CH:23][CH:24]=2)=[N:12]1. Procedure: The title compound was prepared according to the procedure of Example 8 using N′-hydroxynicotinimidamide (Aldrich) and 3-(1H-pyrazol-3-yl)benzoic acid (Maybridge). 1H NMR (300 MHz, DMSO-d6) δ 6.91 (d, J=2.4 Hz, 1 H), 7.62-7.69 (m, 1 H), 7.72 (t, J=7.8 Hz, 1 H), 7.79-7.92 (m, 1 H), 7.82-7.88 (m, 1H), 8.10-8.20 (m, 3 H), 8.49 (dt, J=8.2, 1.9, 1.7 Hz, 1 H), 8.64 (s, 1 H), 8.83 (dd, J=4.7, 1.7 Hz, 1 H), 9.29 (dd, J=2.2, 0.8 Hz, 1 H) ppm; MS (DCI/NH3) m/z 290 (M+H)+. Starting materials: ClC=1C=CC(=C(C=O)C1)OC (5-chloro-2-methoxybenzaldehyde), C(C)(=O)OCCC#N (cyanoethyl acetate), C(C)(C)O (isopropyl alcohol). The reagents and catalysts are [Cl-].C(C)[N+](CC1=CC=CC=C1)(CC)CC (triethylbenzyl ammonium chloride). Conditions: temperature 80 celsius, time 7 hour. The product is ClC=1C=CC(=C(C1)C=C(C(=O)OCC)C#N)OC (ethyl 3-(5-chloro-2-methoxyphenyl)-2-cyanoacrylate). Reaction SMILES: [Cl:1][C:2]1[CH:3]=[CH:4][C:5]([O:10][CH3:11])=[C:6]([CH:9]=1)[CH:7]=O.[C:12]([O:15][CH2:16][CH2:17][C:18]#[N:19])(=O)[CH3:13].C([OH:23])(C)C>[Cl-].C([N+](CC)(CC)CC1C=CC=CC=1)C>[Cl:1][C:2]1[CH:3]=[CH:4][C:5]([O:10][CH3:11])=[C:6]([CH:7]=[C:17]([C:18]#[N:19])[C:16]([O:15][CH2:12][CH3:13])=[O:23])[CH:9]=1 |f:3.4|. Reported procedure: A mixture of 5-chloro-2-methoxybenzaldehyde (32.2 g), cyanoethyl acetate and triethylbenzyl ammonium chloride (8.6 g) was stirred at 80° C. for 7 hours. To the reaction solution, isopropyl alcohol (97 ml) was added, then the mixture was stirred under ice cooling for 1 hour. The precipitated crystals were collected by filtration and dried in vacuo to obtain the title compound in an amount of 42.7 g as crystals. The reactants are CC1CNCCN1, O=C(O)c1cn(C2CC2)c2nc3cc(Cl)c(F)cc3cc2c1=O, c1ccncc1. Product: CC1CN(c2cc3nc4c(cc3cc2F)c(=O)c(C(=O)O)cn4C2CC2)CCN1. As a reaction SMILES: [CH3:24][CH:25]1[NH:26][CH2:27][CH2:28][NH:29][CH2:30]1.[Cl:1][c:2]1[c:3]([F:23])[cH:4][c:5]2[c:6]([n:7][c:8]3[n:9]([CH:19]4[CH2:20][CH2:21]4)[cH:10][c:11]([C:16](=[O:17])[OH:18])[c:12](=[O:15])[c:13]3[cH:14]2)[cH:22]1.[cH:31]1[cH:32][cH:33][n:34][cH:35][cH:36]1>>[c:2]1([N:29]2[CH2:28][CH2:27][NH:26][CH:25]([CH3:24])[CH2:30]2)[c:3]([F:23])[cH:4][c:5]2[c:6]([n:7][c:8]3[n:9]([CH:19]4[CH2:20][CH2:21]4)[cH:10][c:11]([C:16](=[O:17])[OH:18])[c:12](=[O:15])[c:13]3[cH:14]2)[cH:22]1. Reactants: CN(C)N, Cn1cc(C=O)c(-c2ccc([N+](=O)[O-])o2)n1, CC(=O)O, CCO, O. Product: CN(C)N=Cc1cn(C)nc1-c1ccc([N+](=O)[O-])o1. As a reaction SMILES: [CH3:17][N:18]([NH2:19])[CH3:20].[CH3:1][n:2]1[n:3][c:4](-[c:9]2[o:10][c:11]([N+:14](=[O:15])[O-:16])[cH:12][cH:13]2)[c:5]([CH:7]=[O:8])[cH:6]1.[CH3:21][C:22](=[O:23])[OH:24].[CH3:25][CH2:26][OH:27].[OH2:28]>>[CH3:1][n:2]1[n:3][c:4](-[c:9]2[o:10][c:11]([N+:14](=[O:15])[O-:16])[cH:12][cH:13]2)[c:5]([CH:7]=[N:19][N:18]([CH3:17])[CH3:20])[cH:6]1. Reactants: Ic1ccc2c(Nc3ccc4c(cnn4Cc4ccccc4)c3)ncnc2c1, CCCC[Sn](CCCC)(CCCC)c1cncn1C, Cl. Yields the product Cn1cncc1-c1ccc2c(Nc3ccc4c(cnn4Cc4ccccc4)c3)ncnc2c1. As a reaction SMILES: [CH2:2]([c:3]1[cH:4][cH:5][cH:6][cH:7][cH:8]1)[n:9]1[n:10][cH:11][c:12]2[cH:13][c:14]([NH:18][c:19]3[n:20][cH:21][n:22][c:23]4[cH:24][c:25]([I:29])[cH:26][cH:27][c:28]34)[cH:15][cH:16][c:17]12.[CH3:30][n:31]1[cH:32][n:33][cH:34][c:35]1[Sn:36]([CH2:37][CH2:38][CH2:39][CH3:40])([CH2:41][CH2:42][CH2:43][CH3:44])[CH2:45][CH2:46][CH2:47][CH3:48].[ClH:1]>>[CH2:2]([c:3]1[cH:4][cH:5][cH:6][cH:7][cH:8]1)[n:9]1[n:10][cH:11][c:12]2[cH:13][c:14]([NH:18][c:19]3[n:20][cH:21][n:22][c:23]4[cH:24][c:25](-[c:35]5[n:31]([CH3:30])[cH:32][n:33][cH:34]5)[cH:26][cH:27][c:28]34)[cH:15][cH:16][c:17]12.